Dataset: the Open Reaction Database (ORD), a public repository of structured organic reaction records. Task: describe an organic reaction: reactants, conditions, products, and yield Reactants: BrC=1C=C(C=NC1)N1C2CN3CC(CC(C1)C3)C2 (4-(5-Bromopyridin-3-yl)-1,4-diazatricyclo[4.3.1.13,8]undecane), CC=1C=C(C=CC1)B(O)O (3-methylphenylboronic acid). The product is CC=1C=C(C=CC1)C=1C=C(C=NC1)N1C2CN3CC(CC(C1)C3)C2 (4-[5-(3-methylphenyl)pyridin-3-yl]-1,4-diazatricyclo[4.3.1.13,8]undecane). As a reaction SMILES: Br[C:2]1[CH:3]=[C:4]([N:8]2[CH2:16][CH:15]3[CH2:17][N:11]4[CH2:12][CH:13]([CH2:18][CH:9]2[CH2:10]4)[CH2:14]3)[CH:5]=[N:6][CH:7]=1.[CH3:19][C:20]1[CH:21]=[C:22](B(O)O)[CH:23]=[CH:24][CH:25]=1>>[CH3:19][C:20]1[CH:25]=[C:24]([C:2]2[CH:3]=[C:4]([N:8]3[CH2:16][CH:15]4[CH2:17][N:11]5[CH2:12][CH:13]([CH2:18][CH:9]3[CH2:10]5)[CH2:14]4)[CH:5]=[N:6][CH:7]=2)[CH:23]=[CH:22][CH:21]=1. Procedure details: The title compound was prepared from the product of Example 65A and 3-methylphenylboronic acid according to General Method B: LC-MS Method D (ESI+) m/z 320.0 (M+H)+, retention time 1.37 minutes. Reactants: C(C)OC(CC(C(C)(C)C)=O)=O (Ethylpivaloylacetate), C1(CCCCC1)N (cyclohexylamine), N(CCO)(CCO)CCO (triethanolamine). Solvent: C1(=CC=CC=C1)C (toluene). Yields the product C1(CCCCC1)NC(CC(C(C)(C)C)=O)=O (N-cyclohexylpivaloylacetamide). Reaction SMILES: C(O[C:4](=[O:12])[CH2:5][C:6](=[O:11])[C:7]([CH3:10])([CH3:9])[CH3:8])C.[CH:13]1([NH2:19])[CH2:18][CH2:17][CH2:16][CH2:15][CH2:14]1.N(CCO)(CCO)CCO>C1(C)C=CC=CC=1>[CH:13]1([NH:19][C:4](=[O:12])[CH2:5][C:6](=[O:11])[C:7]([CH3:8])([CH3:9])[CH3:10])[CH2:18][CH2:17][CH2:16][CH2:15][CH2:14]1. Procedure details: Ethylpivaloylacetate (172 g.), cyclohexylamine (99 g.), triethanolamine (1 g.) and toluene (200 ml.) are mixed in a distillation flask and heated at reflux under a 6 in. Vigreux distillation column. When the head temperature stabilized at 82° C. distillation was begun at a take off to reflux ratio of 1 to 10. Distillation was continued until a head temperature of 110° C. is obtained. The remainder of the solvent is removed in a vacuum and residue is crystallized by trituation with hexane. A yiel... Starting materials: ClC=1N=CC2=C(N1)C(OC2(C)C)(C)C (2-chloro-5,5,7,7-tetramethyl-5,7-dihydro-furo[3,4-d]pyrimidine), C(C)OC=1C=C(CN2CCC(CC2)N)C=CC1OC (1-(3-ethoxy-4-methoxy-benzyl)-piperidin-4-ylamine), C(C)OC=1C=C(CN2CCC(CC2)N)C=CC1OC (1-(3-ethoxy-4-methoxy-benzyl)-piperidin-4-ylamine), [H-].[Na+] (sodium hydride). Solvent: CN(C)C=O (DMF). Product: C(C)OC=1C=C(CN2CCC(CC2)NC=2N=CC3=C(N2)C(OC3(C)C)(C)C)C=CC1OC ([1-(3-Ethoxy-4-methoxy-benzyl)-piperidin-4-yl]-(5,5,7,7-tetramethyl-5,7-dihydro-furo[3,4-d]pyrimidin-2-yl)-amine). Yield: 19.3%. Reaction SMILES: [CH2:1]([O:3][C:4]1[CH:5]=[C:6]([CH:15]=[CH:16][C:17]=1[O:18][CH3:19])[CH2:7][N:8]1[CH2:13][CH2:12][CH:11]([NH2:14])[CH2:10][CH2:9]1)[CH3:2].[H-].[Na+].Cl[C:23]1[N:24]=[CH:25][C:26]2[C:31]([CH3:33])([CH3:32])[O:30][C:29]([CH3:35])([CH3:34])[C:27]=2[N:28]=1>CN(C=O)C>[CH2:1]([O:3][C:4]1[CH:5]=[C:6]([CH:15]=[CH:16][C:17]=1[O:18][CH3:19])[CH2:7][N:8]1[CH2:9][CH2:10][CH:11]([NH:14][C:23]2[N:24]=[CH:25][C:26]3[C:31]([CH3:33])([CH3:32])[O:30][C:29]([CH3:35])([CH3:34])[C:27]=3[N:28]=2)[CH2:12][CH2:13]1)[CH3:2] |f:1.2|. Reported procedure: To a solution of 1-(3-ethoxy-4-methoxy-benzyl)-piperidin-4-ylamine (39.7 mg, 0.15 mmol, 1.5 equiv; intermediate A1) in dry DMF (1.5 mL) was added sodium hydride (6.6 mg, 0.15 mmol, 1.5 equiv; 55% free-flowing powder moistened with oil) and the reaction mixture stirred at rt under Ar. After 2 h 2-chloro-5,5,7,7-tetramethyl-5,7-dihydro-furo[3,4-d]pyrimidine (15.5 mg, 0.10 mmol, 1.0 equiv) was added and the mixture heated to 120° C. for 48 h. Removal of the solvent under reduced pressure and purifi... The reactants are CCOC(C)=O, CC1NC(=O)OC1=O, CC(=O)Cl. Yields the product CC(=O)N1C(=O)OC(=O)C1C. RXN SMILES: [CH3:13][CH2:14][O:15][C:16](=[O:17])[CH3:18].[CH3:1][CH:2]1[NH:3][C:4](=[O:8])[O:5][C:6]1=[O:7].[CH3:9][C:10]([Cl:11])=[O:12]>>[CH3:1][CH:2]1[N:3]([C:10]([CH3:9])=[O:12])[C:4](=[O:8])[O:5][C:6]1=[O:7]. The product is FC(C1=C(C=CC=C1)C=1C=C2[C@H]3[C@@H](N4C2=C(C1)CSCC4)CCNC3)(F)F ((7bR,11aS)-6-[2-(trifluoromethyl)phenyl]-1,2,7b,8,9,10,11,11a-octahydro-4H-pyrido[4,3-b][1,4]thiazepino[6,5,4-hi]indole). Reaction SMILES: [F:1][C:2]([F:13])([F:12])[C:3]1[CH:8]=[CH:7][CH:6]=[CH:5][C:4]=1B(O)O.Br[C:15]1[CH:16]=[C:17]2[C:21]3=[C:22]([CH2:24][S:25][CH2:26][CH2:27][N:20]3[C@H:19]3[CH2:28][CH2:29][N:30](C(OC(C)(C)C)=O)[CH2:31][C@@H:18]23)[CH:23]=1>>[F:1][C:2]([F:13])([F:12])[C:3]1[CH:8]=[CH:7][CH:6]=[CH:5][C:4]=1[C:15]1[CH:16]=[C:17]2[C:21]3=[C:22]([CH2:24][S:25][CH2:26][CH2:27][N:20]3[C@H:19]3[CH2:28][CH2:29][NH:30][CH2:31][C@@H:18]23)[CH:23]=1. Procedure details: Using 2-(trifluoromethyl)phenylboronic acid and following the procedures described in EXAMPLE 7, Parts B and C, tert-butyl (7bR,11aS)-6-bromo-1,2,7b,10,11,11a-hexahydro-4H-pyrido[4,3-b][1,4]thiazepino[6,5,4-hi]indole-9(8H)-carboxylate from EXAMPLE 7, Part A was converted into the title compound of EXAMPLE 147. 1H NMR (CDCl3) δ: 9.50 (broad s, 1H), 9.30 (broad s, 1H), 7.68 (d, 1H, J=8.1 Hz), 7.50 (t, 1H, J=7.3 Hz), 7.40 (t, 1H, J=7.3 Hz), 7.26 (d, 1H), 6.93 (s, 1H), 6.87 (s, 1H), 3.80 (ABq, 2H, J... Reactants: FC(C1=C(C=CC=C1)B(O)O)(F)F (2-(trifluoromethyl)phenylboronic acid), BrC=1C=C2[C@H]3[C@@H](N4C2=C(C1)CSCC4)CCN(C3)C(=O)OC(C)(C)C (tert-butyl (7bR,11aS)-6-bromo-1,2,7b,10,11,11a-hexahydro-4H-pyrido[4,3-b][1,4]thiazepino[6,5,4-hi]indole-9(8H)-carboxylate). The reactants are CCN=C=NCCCN(C)C, CN(C)C=O, Cl, Cl, Nc1cccnc1, COc1cc2c(c3c1OC(C)(C)C3)C(c1ccn(CC(=O)O)c(=O)c1)=NC(C)(C)C2, O, On1nnc2ccccc21. The product is COc1cc2c(c3c1OC(C)(C)C3)C(c1ccn(CC(=O)Nc3cccnc3)c(=O)c1)=NC(C)(C)C2. Reaction SMILES: [CH2:2]([N:3]=[C:4]=[N:5][CH2:6][CH2:7][CH2:8][N:9]([CH3:10])[CH3:11])[CH3:12].[CH3:62][N:63]([CH3:64])[CH:65]=[O:66].[ClH:13].[ClH:1].[NH2:44][c:45]1[cH:46][n:47][cH:48][cH:49][cH:50]1.[O:14]=[c:15]1[n:16]([CH2:40][C:41](=[O:42])[OH:43])[cH:17][cH:18][c:19]([C:21]2=[N:22][C:23]([CH3:38])([CH3:39])[CH2:24][c:25]3[cH:26][c:27]([O:36][CH3:37])[c:28]4[c:29]([c:30]32)[CH2:31][C:32]([CH3:34])([CH3:35])[O:33]4)[cH:20]1.[OH2:51].[OH:52][n:53]1[c:54]2[cH:55][cH:56][cH:57][cH:58][c:59]2[n:60][n:61]1>>[O:14]=[c:15]1[n:16]([CH2:40][C:41](=[O:42])[NH:44][c:45]2[cH:46][n:47][cH:48][cH:49][cH:50]2)[cH:17][cH:18][c:19]([C:21]2=[N:22][C:23]([CH3:38])([CH3:39])[CH2:24][c:25]3[cH:26][c:27]([O:36][CH3:37])[c:28]4[c:29]([c:30]32)[CH2:31][C:32]([CH3:34])([CH3:35])[O:33]4)[cH:20]1.